From a dataset of the Open Reaction Database (ORD), a public repository of structured organic reaction records. describe an organic reaction: reactants, conditions, products, and yield Starting materials: BrC1=CC=C(C=C1)C(=O)C1=CC=C(C=C1)Cl ((4-bromophenyl)(4-chlorophenyl)methanone), C(C)(C)[Mg]Cl (isopropyl magnesium chloride). Reagents/catalysts: [Ni](Cl)Cl.C1(=CC=CC=C1)P(C1=CC=CC=C1)C(C)(C)P(C1=CC=CC=C1)C1=CC=CC=C1 (bis(diphenylphosphino)propane nickel(II) chloride). The solvent is O1CCCC1 (tetrahydrofuran). Run at time 24 hour. Product: ClC1=CC=C(C=C1)C(=O)C1=CC=C(C=C1)C(C)C ((4-chlorophenyl)(4-isopropylphenyl)methanone). Yield: 198.0%. Reaction SMILES: Br[C:2]1[CH:7]=[CH:6][C:5]([C:8]([C:10]2[CH:15]=[CH:14][C:13]([Cl:16])=[CH:12][CH:11]=2)=[O:9])=[CH:4][CH:3]=1.[CH:17]([Mg]Cl)([CH3:19])[CH3:18]>O1CCCC1.[Ni](Cl)Cl.C1(P(C(P(C2C=CC=CC=2)C2C=CC=CC=2)(C)C)C2C=CC=CC=2)C=CC=CC=1>[Cl:16][C:13]1[CH:14]=[CH:15][C:10]([C:8]([C:5]2[CH:6]=[CH:7][C:2]([CH:17]([CH3:19])[CH3:18])=[CH:3][CH:4]=2)=[O:9])=[CH:11][CH:12]=1 |f:3.4|. Reported procedure: (4-bromophenyl)(4-chlorophenyl)methanone (10.0 g, 12.3 mmol) and bis(diphenylphosphino)propane nickel(II) chloride (0.4 g, 0.7 mmol) were dissolved in purified tetrahydrofuran (200 mL) under a nitrogen atmosphere, and isopropyl magnesium chloride (18.7 mL, 37.4 mmol) was slowly added thereto at 0° C. The reaction mixture solution was stirred at room temperature for 24 hours. The reaction mixture solution was subjected to extraction with dichloromethane and distilled water, and the extracted mate... Reactants: [Cl-].[NH4+] (ammonium chloride), ClC1=NC=C(C(=O)N(C)OC)C=C1 (6-chloro-N-methoxy-N-methyl nicotinamide), solution, C(C)[Mg]Cl (ethyl magnesium chloride), CCOCC (ether). Run in C1CCOC1 (THF). Reaction conditions: temperature 25 celsius, time 14 hour. The product is ClC1=CC=C(C=N1)C(CC)=O (1-(6-Chloro-pyridin-3-yl)-propan-1-one). Isolated yield 60.0%. RXN SMILES: [Cl:1][C:2]1[CH:13]=[CH:12][C:5]([C:6](N(OC)C)=[O:7])=[CH:4][N:3]=1.[CH2:14]([Mg]Cl)[CH3:15].CCOCC.[Cl-].[NH4+]>C1COCC1>[Cl:1][C:2]1[N:3]=[CH:4][C:5]([C:6](=[O:7])[CH2:14][CH3:15])=[CH:12][CH:13]=1 |f:3.4|. Procedure details: To a solution of 6-chloro-N-methoxy-N-methyl nicotinamide (6.0 g, 30 mmol) (produced as disclosed in Perner, R. J. J. Med. Chem. 2003, 46, 5249) in THF (100 mL) was added a 3M solution of ethyl magnesium chloride in ether (15 mL, 45 mmol). The reaction mixture was heated under reflux for 4 hours and then stirred at approximately 25° C. for 14 hours. The reaction mixture was treated with a saturated aqueous solution of ammonium chloride (100 mL) and then extracted with ethyl acetate (2×100 mL). T... Starting materials: N#CN (cyanamide), NC1=CC(=C(C(=O)O)C=C1)F (4-amino-2-fluoro benzoic acid), C(C)(=O)Cl (acetyl chloride), C(=O)(O)[O-].[Na+] (NaHCO3), NOC1OCCCC1 (NH2OTHP), ice, guanidine ester-2, C(=O)([O-])[O-].[K+].[K+] (K2CO3), CCN=C=NCCCN(C)C (EDCI), C=1C=CC2=C(C1)N=NN2O (HOBt), C(C)N(C(C)C)C(C)C (N-ethyldiisopropylamine), Cl.O (HCl water), O.[OH-].[Li+] (lithium hydroxide monohydrate). Solvent: O (water), CO (methanol), CN(C)C=O (DMF), CO (methanol), O (water), C1CCOC1 (THF), CN(C)C=O (DMF). Conditions: temperature 100 celsius, time 16 hour. The product is NC1=C(C=CC=C1)NC(C1=C(C=C(C=C1)NC1=NC=CC(=N1)C1=C(N=C2N1C=CC=C2)C)F)=O (N-(2-Amino-phenyl)-2-fluoro-4-[4-(2-methyl-imidazo[1,2-a]pyridin-3-yl)-pyrimidin-2-ylamino]-benzamide). Reaction SMILES: [NH2:1][C:2]1[CH:10]=[CH:9][C:5]([C:6]([OH:8])=O)=[C:4]([F:11])[CH:3]=1.Cl.O.[N:14]#[C:15][NH2:16].[C:17](Cl)(=O)C.C([O-])(O)=O.[Na+].C([O-])([O-])=O.[K+].[K+].O.[OH-].[Li+].[CH3:35][CH2:36][N:37]=[C:38]=[N:39][CH2:40][CH2:41][CH2:42]N(C)C.[CH:46]1[CH:47]=[CH:48][C:49]2[N:54](O)N=[N:52][C:50]=2[CH:51]=1.C(N(C(C)C)C(C)C)C.NOC1[CH2:72][CH2:71][CH2:70][CH2:69]O1>CO.CN(C=O)C.O.C1COCC1>[NH2:54][C:49]1[CH:48]=[CH:47][CH:46]=[CH:51][C:50]=1[NH:52][C:6](=[O:8])[C:5]1[CH:9]=[CH:10][C:2]([NH:1][C:15]2[N:16]=[C:71]([C:72]3[N:39]4[CH:40]=[CH:41][CH:42]=[CH:17][C:38]4=[N:37][C:36]=3[CH3:35])[CH:70]=[CH:69][N:14]=2)=[CH:3][C:4]=1[F:11] |f:1.2,5.6,7.8.9,10.11.12|. Reported procedure: To a stirred suspension of 4-amino-2-fluoro benzoic acid (3.0 g, 19.30 mmol) and the mixture of conc. HCl/water (2.7 mL/16.5 mL) was added cyanamide (1.86 g, 44.4 mmol) at room temperature. The reaction mixture was heated at 100° C. for 7 hours and then allowed to stand at room temperature (without stirring) for 16 hours. The precipitated solid was filtered off, washed with water and dried under vacuum to afford Int-1 (3.0 g, 78%) as a salt. Mass (m/z): 198 [M++1]. 1H NMR (200 MHz, dmso-d6): δ 7... Reactants: N1CCCC1 (pyrrolidine), N1CCCC1 (pyrrolidine), ClCC1=CC=C(C=C1)[C@@H](N1CC(C1)=C(S(=O)(=O)C)C1=CC(=CC(=C1)F)F)C1=CC=C(C=C1)Cl (1-{(R*)-[4-(chloromethyl)phenyl](4-chlorophenyl)methyl}-3-[(3,5-difluorophenyl)(methylsulfonyl)methylene]azetidine), [I-].[Na+] (sodium iodide), N1CCCC1 (pyrrolidine). The solvent is ClCCl (dichloromethane). Conditions: temperature 20 celsius, time 20 hour. Product: FC=1C=C(C=C(C1)F)C(S(=O)(=O)C)=C1CNC1 (3-[(3,5-difluorophenyl)(methylsulfonyl)methylene]azetidine). As a reaction SMILES: N1CCCC1.ClCC1C=CC([C@H](C2C=CC(Cl)=CC=2)[N:15]2[CH2:18][C:17](=[C:19]([C:24]3[CH:29]=[C:28]([F:30])[CH:27]=[C:26]([F:31])[CH:25]=3)[S:20]([CH3:23])(=[O:22])=[O:21])[CH2:16]2)=CC=1.[I-].[Na+]>ClCCl>[F:31][C:26]1[CH:25]=[C:24]([C:19](=[C:17]2[CH2:18][NH:15][CH2:16]2)[S:20]([CH3:23])(=[O:22])=[O:21])[CH:29]=[C:28]([F:30])[CH:27]=1 |f:2.3|. Procedure: 50 mm3 of pyrrolidine are added to a solution of 0.32 g of 1-{(R*)-[4-(chloromethyl)phenyl](4-chlorophenyl)methyl}-3-[(3,5-difluorophenyl)(methylsulfonyl)methylene]azetidine, form A isomer, and 5 mg of sodium iodide in 10 cm3 of dichloromethane. After stirring for 20 hours at 20° C., 50 mm3 of pyrrolidine are added to the mixture, stirred for 8 hours and then 50 mm3 of pyrrolidine are again added and the mixture is stirred for 20 hours at 20° C. The reaction mixture is washed with water and then... Starting materials: Br, O=N[O-], CCCCC(N)C(=O)O, [Na+], O. Yields the product CCCCC(Br)C(=O)O. RXN SMILES: [BrH:10].[N:11]([O-:12])=[O:13].[NH2:1][CH:2]([C:3](=[O:4])[OH:5])[CH2:6][CH2:7][CH2:8][CH3:9].[Na+:14].[OH2:15]>>[CH:2]([C:3](=[O:4])[OH:5])([CH2:6][CH2:7][CH2:8][CH3:9])[Br:10]. The reactants are FC(C(=O)O)(F)F (Trifluoroacetic acid), O1C(=CC=C1)C1=CC(=C(C(=O)OC(C)(C)C)C=C1)NC(C1=C(C=CC(=C1)N1CCOCC1)O)=O (tert-butyl 4-(furan-2-yl)-2-(2-hydroxy-5-(morpholin-4-yl)benzamido)benzoate). Reaction conditions: time 30 minute. The product is O1C(=CC=C1)C1=CC(=C(C(=O)O)C=C1)NC(C1=C(C=CC(=C1)N1CCOCC1)O)=O (4-(furan-2-yl)-2-(2-hydroxy-5-(morpholin-4-yl)benzamido)benzoic acid). Isolated yield 85.6%. Reaction SMILES: FC(F)(F)C(O)=O.[O:8]1[CH:12]=[CH:11][CH:10]=[C:9]1[C:13]1[CH:25]=[CH:24][C:16]([C:17]([O:19]C(C)(C)C)=[O:18])=[C:15]([NH:26][C:27](=[O:41])[C:28]2[CH:33]=[C:32]([N:34]3[CH2:39][CH2:38][O:37][CH2:36][CH2:35]3)[CH:31]=[CH:30][C:29]=2[OH:40])[CH:14]=1>>[O:8]1[CH:12]=[CH:11][CH:10]=[C:9]1[C:13]1[CH:25]=[CH:24][C:16]([C:17]([OH:19])=[O:18])=[C:15]([NH:26][C:27](=[O:41])[C:28]2[CH:33]=[C:32]([N:34]3[CH2:39][CH2:38][O:37][CH2:36][CH2:35]3)[CH:31]=[CH:30][C:29]=2[OH:40])[CH:14]=1. Reported procedure: Trifluoroacetic acid (2.0 mL) was added to the obtained tert-butyl 4-(furan-2-yl)-2-(2-hydroxy-5-(morpholin-4-yl)benzamido)benzoate (0.085 g), followed by stirring at room temperature for 30 minutes. The solvent was evaporated under reduced pressure, and water and 2-propanol were added to the residue. After adjusting the pH to 6.0 with a saturated aqueous solution of sodium bicarbonate, the solid substance was collected by filtration to obtain 0.064 g of 4-(furan-2-yl)-2-(2-hydroxy-5-(morpholin-... Starting materials: [Br-].N1(CCCC1)CC[P+](C1=CC=CC=C1)(C1=CC=CC=C1)C1=CC=CC=C1 (2-(N-pyrrolidinyl)ethyltriphenylphosphonium bromide), C(CCC)[Li] (n-butyl lithium), BrC1=CC=CC2=C1OCC1=C(C2=O)C=CC=C1 (4-bromo-6,11-dihydrodibenz[b,e]oxepin-11-one), )/( E ), (DMSO-d6)δ. The solvent is CCCCCC (hexane), O1CCCC1 (tetrahydrofuran). Product: BrC1=CC=CC\2=C1OCC1=C(/C2=C/CN2CCCC2)C=CC=C1 ((Z)-1-[2-(4-Bromo-6,11-dihydrodibenz[b,e]oxepin-11-ylidene)-ethyl]pyrrolidine). RXN SMILES: [Br-].[N:2]1([CH2:7][CH2:8][P+](C2C=CC=CC=2)(C2C=CC=CC=2)C2C=CC=CC=2)[CH2:6][CH2:5][CH2:4][CH2:3]1.C([Li])CCC.[Br:33][C:34]1[C:39]2[O:40][CH2:41][C:42]3[CH:49]=[CH:48][CH:47]=[CH:46][C:43]=3[C:44](=O)[C:38]=2[CH:37]=[CH:36][CH:35]=1>CCCCCC.O1CCCC1>[Br:33][C:34]1[C:39]2[O:40][CH2:41][C:42]3[CH:49]=[CH:48][CH:47]=[CH:46][C:43]=3/[C:44](=[CH:8]/[CH2:7][N:2]3[CH2:3][CH2:4][CH2:5][CH2:6]3)/[C:38]=2[CH:37]=[CH:36][CH:35]=1 |f:0.1|. Procedure details: Anhydrous 2-(N-pyrrolidinyl)ethyltriphenylphosphonium bromide (20 g, 45 mmole), 45 mmole of n-butyl lithium in hexane (1.6 M), and 4-bromo-6,11-dihydrodibenz[b,e]oxepin-11-one (10 g, 35 mmole) were reacted in 550 mL dry tetrahydrofuran by the procedure in Example 1, Step a. This offered a (Z)/(E) (60:40) isomeric product as a light brown oil. pmr (DMSO-d6)δ: 7.28-7.56 (m, 5H, aromatic H); 7.15-7.26 (2 dd, 1H, H1); 6.88 (t, H3 of 60% Z); 6.84 (t, H3 of 40% E); 6.16 (t, CH= of 40% E): 5.86 (t, CH=... Starting materials: C(C1=CC=CC=C1)(=O)N[C@H](C(=O)N(CC(=O)N[C@@H](CC(=O)O)C=O)CC1=CC=CC=C1)C(C)C (3(S)-(2-((2(S)-Benzoylamino-3-methylbutyryl)benzylamino)acetylamino)-4-oxo-butyric Acid), C(C)OC(CN(CC1=CC(=CC=C1)NC(=O)OC(C)(C)C)C([C@H](C(C)C)NC(C1=CC=CC=C1)=O)=O)=O (((2(S)-Benzoylamino-3-methylbutyryl)-(3-Bocaminobenzyl)amino)acetic Acid Ethyl Ester), C(C)OC(CN(CC1=CC(=CC=C1)S(=O)(=O)C)C([C@H](C(C)C)NC(C1=CC=CC=C1)=O)=O)=O (((2(5)-Benzoylamino-3-methylbutyryl)-(3-methanesulfonylbenzyl)amino)acetic Acid Ethyl Ester). Yields the product C(C1=CC=CC=C1)(=O)N[C@H](C(=O)N(CC(=O)N[C@@H](CC(=O)O)C=O)CC1=CC(=CC=C1)S(=O)(=O)C)CCC (3(S)-(2-((2(S)-Benzoylamino-methylbutyryl)-(3-methanesulfonylbenzyl)amino)acetylamino)-4-oxo-butyric Acid). As a reaction SMILES: [C:1]([NH:9][C@@H:10]([CH:32]([CH3:34])C)[C:11]([N:13]([CH2:25][C:26]1[CH:31]=[CH:30][CH:29]=[CH:28][CH:27]=1)[CH2:14][C:15]([NH:17][C@H:18]([CH:23]=[O:24])[CH2:19][C:20]([OH:22])=[O:21])=[O:16])=[O:12])(=[O:8])[C:2]1[CH:7]=[CH:6][CH:5]=[CH:4][CH:3]=1.[CH2:35](OC(=O)CN(C(=O)[C@@H](NC(=O)C1C=CC=CC=1)C(C)C)CC1C=CC=C(NC(OC(C)(C)C)=O)C=1)C.C(OC(=O)CN(C(=O)[C@@H](NC(=O)C1C=CC=CC=1)C(C)C)CC1C=CC=[C:81]([S:85](C)(=[O:87])=[O:86])C=1)C>>[C:1]([NH:9][C@@H:10]([CH2:32][CH2:34][CH3:35])[C:11]([N:13]([CH2:25][C:26]1[CH:27]=[CH:28][CH:29]=[C:30]([S:85]([CH3:81])(=[O:87])=[O:86])[CH:31]=1)[CH2:14][C:15]([NH:17][C@H:18]([CH:23]=[O:24])[CH2:19][C:20]([OH:22])=[O:21])=[O:16])=[O:12])(=[O:8])[C:2]1[CH:7]=[CH:6][CH:5]=[CH:4][CH:3]=1. Procedure: Compound 745 was prepared by a method similar to the method used to prepare compound 706, except compound 703 was replaced with compound 744. 1H NMR (CD3OD) δ 8.29 (m), 8.02 (m), 7.82-7.69 (m), 7.51-7.32 (m), 7.29-7.01 (m), 6.98 (d), 4.94-4.38 (m), 4.36 (d), 4.34 (d), 4.30-4.13 (m), 4.04 (d), 3.31-3.19 (m), 2.88-2.77 (m), 2.64-2.48 (m), 2.44-2.32 (m), 2.21 (m), 1.00-0.83 (m). ##STR124## The reactants are CCCCC1(C2CCCC2)Cc2cc(OC)c(Cl)c(Cl)c2C1=O, Cl, O, c1ccncc1. The product is CCCCC1(C2CCCC2)Cc2cc(O)c(Cl)c(Cl)c2C1=O. RXN SMILES: [CH2:8]([CH2:9][CH2:10][CH3:11])[C:12]1([CH:26]2[CH2:27][CH2:28][CH2:29][CH2:30]2)[C:13](=[O:25])[c:14]2[c:15]([Cl:24])[c:16]([Cl:23])[c:17]([O:21][CH3:22])[cH:18][c:19]2[CH2:20]1.[ClH:1].[OH2:31].[n:2]1[cH:3][cH:4][cH:5][cH:6][cH:7]1>>[CH2:8]([CH2:9][CH2:10][CH3:11])[C:12]1([CH:26]2[CH2:27][CH2:28][CH2:29][CH2:30]2)[C:13](=[O:25])[c:14]2[c:15]([Cl:24])[c:16]([Cl:23])[c:17]([OH:21])[cH:18][c:19]2[CH2:20]1.